This data is from the Open Reaction Database (ORD), a public repository of structured organic reaction records. The task is: describe an organic reaction: reactants, conditions, products, and yield Starting materials: [H-].[Na+] (sodium hydride), ClC1=CC=C(C=C1)CNC(=O)C=1C=NC2=C(C(=C(C=C2C1O)F)F)F (N-((4-Chlorophenyl)methyl)-4-hydroxy-6,7,8-trifluoro-3-quinolinecarboxamide), [H-].[Na+] (sodium hydride), [Cl-].[NH4+] (ammonium chloride), CC(C)O (2-propanol). The solvent is CN(C)C=O (DMF). Product: ClC1=CC=C(C=C1)CNC(=O)C=1C=NC2=C(C(=C(C=C2C1O)F)OC(C)C)F (N-((4-Chlorophenyl)methyl)-6,8-difluoro-4-hydroxy-7-(1-methylethoxy)-3-quinolinecarboxamide). As a reaction SMILES: [Cl:1][C:2]1[CH:7]=[CH:6][C:5]([CH2:8][NH:9][C:10]([C:12]2[CH:13]=[N:14][C:15]3[C:20]([C:21]=2[OH:22])=[CH:19][C:18]([F:23])=[C:17](F)[C:16]=3[F:25])=[O:11])=[CH:4][CH:3]=1.[H-].[Na+].[CH3:28][CH:29]([OH:31])[CH3:30].[Cl-].[NH4+]>CN(C=O)C>[Cl:1][C:2]1[CH:3]=[CH:4][C:5]([CH2:8][NH:9][C:10]([C:12]2[CH:13]=[N:14][C:15]3[C:20]([C:21]=2[OH:22])=[CH:19][C:18]([F:23])=[C:17]([O:31][CH:29]([CH3:30])[CH3:28])[C:16]=3[F:25])=[O:11])=[CH:6][CH:7]=1 |f:1.2,4.5|. Reported procedure: N-((4-Chlorophenyl)methyl)-4-hydroxy-6,7,8-trifluoro-3-quinolinecarboxamide (500 mg) from Example No. 15 and sodium hydride (60% dispersion, 109 mg) are dissolved in DMF (10 mL) and to the mixture is added 2-propanol (115 μL). After being heated for 1 h, additional sodium hydride (50 mg) is added, and the mixture is heated for an additional 1 h. The reaction mixture is allowed to cool to rt, poured into sat. aq. ammonium chloride (25 mL), and is filtered. The crude product is purified by column ...